Dataset: the Open Reaction Database (ORD), a public repository of structured organic reaction records. Task: describe an organic reaction: reactants, conditions, products, and yield Run at temperature 60 celsius. Yields the product C(C)(C)OP(OC(C)C)(=O)CNC1=C(C(=CC=C1)SC1=CC=C(C=C1)[N+](=O)[O-])C(NC1=C(C=CC=C1)OC)=O (diisopropyl(((2-((2-methoxyphenyl)carbamoyl)-3-((4-nitro-phenyl)thio)phenyl)amino)methyl)phosphonate). The yield is 41.0%. Procedure: Compound 25 (1.0 equiv.) was dissolved in MeCN (40 mL) and treated with anhydrous potassium carbonate (2.0 equiv.) at room temperature. To this mixture diisopropyl(bromomethyl)phosphonate (1.2 equiv.) was added via a micro syringe. After being stirred for 4 Hours at 60° C., the reaction mixture was concentrated under reduced pressure. The crude residue was diluted by ethyl acetate (50 mL), and washed with water (2×10 mL). Then it was dried over anhydrous Na2SO4, filtered, and concentrated under ... Reaction SMILES: [NH2:1][C:2]1[CH:18]=[CH:17][CH:16]=[C:15]([S:19][C:20]2[CH:25]=[CH:24][C:23]([N+:26]([O-:28])=[O:27])=[CH:22][CH:21]=2)[C:3]=1[C:4]([NH:6][C:7]1[CH:12]=[CH:11][CH:10]=[CH:9][C:8]=1[O:13][CH3:14])=[O:5].C(=O)([O-])[O-].[K+].[K+].[CH:35]([O:38][P:39]([CH2:45]Br)(=[O:44])[O:40][CH:41]([CH3:43])[CH3:42])([CH3:37])[CH3:36]>CC#N>[CH:41]([O:40][P:39]([CH2:45][NH:1][C:2]1[CH:18]=[CH:17][CH:16]=[C:15]([S:19][C:20]2[CH:21]=[CH:22][C:23]([N+:26]([O-:28])=[O:27])=[CH:24][CH:25]=2)[C:3]=1[C:4](=[O:5])[NH:6][C:7]1[CH:12]=[CH:11][CH:10]=[CH:9][C:8]=1[O:13][CH3:14])(=[O:44])[O:38][CH:35]([CH3:37])[CH3:36])([CH3:43])[CH3:42] |f:1.2.3|. The reactants are C([O-])([O-])=O.[K+].[K+] (potassium carbonate), NC1=C(C(=O)NC2=C(C=CC=C2)OC)C(=CC=C1)SC1=CC=C(C=C1)[N+](=O)[O-] (2-amino-N-(2-methoxyphenyl)-6-(4-nitrophenylthi-o)benzamide), C(C)(C)OP(OC(C)C)(=O)CBr (diisopropyl(bromomethyl)phosphonate). Run in CC#N (MeCN). Starting materials: C(C)(=O)OC1=C2C=CC(NC2=C(C=C1C(C=C)CO[Si](C)(C)C(C)(C)C)C)=O (5-Acetoxy-6-[1-(tert-butyldimethylsilyloxy)methyl-2propenyl]-8-methylcarbostyril), m-perbenzoic acid, S(=O)([O-])[O-].[Na+].[Na+] (sodium sulfite). The solvent is C(Cl)(Cl)Cl (chloroform). The product is C(C)(=O)OC1=C2C=CC(NC2=C(C=C1C(C1CO1)CO[Si](C)(C)C(C)(C)C)C)=O (5-Acetoxy-6-[1-(tert-butyldimethylsilyloxy)methyl-2,3epoxypropyl]-8-methylcarbostyril). RXN SMILES: [C:1]([O:4][C:5]1[C:14]([CH:15]([CH2:18][O:19][Si:20]([C:23]([CH3:26])([CH3:25])[CH3:24])([CH3:22])[CH3:21])[CH:16]=[CH2:17])=[CH:13][C:12]([CH3:27])=[C:11]2[C:6]=1[CH:7]=[CH:8][C:9](=[O:28])[NH:10]2)(=[O:3])[CH3:2].S([O-])([O-])=[O:30].[Na+].[Na+]>C(Cl)(Cl)Cl>[C:1]([O:4][C:5]1[C:14]([CH:15]([CH2:18][O:19][Si:20]([C:23]([CH3:26])([CH3:25])[CH3:24])([CH3:22])[CH3:21])[CH:16]2[O:30][CH2:17]2)=[CH:13][C:12]([CH3:27])=[C:11]2[C:6]=1[CH:7]=[CH:8][C:9](=[O:28])[NH:10]2)(=[O:3])[CH3:2] |f:1.2.3|. Reported procedure: 5-Acetoxy-6-[1-(tert-butyldimethylsilyloxy)methyl-2propenyl]-8-methylcarbostyril (6.00 g, 15.0 mmol) was dissolved in chloroform (100 ml), to which m-perbenzoic acid (13.0 g, 52.7 mmol) was added. The mixture was stirred for hours. Saturated aqueous sodium sulfite solution was added to the reaction mixture, followed by stirring for 90 minutes. The organic phase was washed with saturated NaCl solution, dried over sodium sulfate and condensed under reduced pressure. The resultant residue was recry... The reactants are [O-]S(=O)(=O)C(F)(F)F.F[N+]1=CC=CC=C1 (1-Fluoropyridinium triflate), BrC1=NNC=N1 (3-Bromo-1H-1,2,4triazole), C[O-].[Na+] (NaOMe), solution. The solvent is CO (methanol), CO (methanol), CO (methanol). Run at temperature -78 celsius, time 1 hour. Yields the product BrC1=NN(C=N1)C1=NC=CC=C1 (2-(3-bromo-1H-1,2,4-triazol-1-yl)pyridine). RXN SMILES: [Br:1][C:2]1[N:6]=[CH:5][NH:4][N:3]=1.C[O-].[Na+].[O-]S(C(F)(F)F)(=O)=O.F[N+:19]1[CH:24]=[CH:23][CH:22]=[CH:21][CH:20]=1>CO>[Br:1][C:2]1[N:6]=[CH:5][N:4]([C:20]2[CH:21]=[CH:22][CH:23]=[CH:24][N:19]=2)[N:3]=1 |f:1.2,3.4|. Procedure details: 3-Bromo-1H-1,2,4triazole (1.9 g, 12.8 mmol) was dissolved in anhydrous methanol (20 mL). NaOMe (51 mL of a 0.5 M solution in methanol, 25.6 mmol) was then added to the stirred solution and the resulting reaction mixture was cooled to −78° C. in an argon blanketed flask. 1-Fluoropyridinium triflate (4.9 g, 15 mmol) in anhydrous methanol (20 mL) was added dropwise to this stirred solution. The resulting yellow mixture was stirred at −78° C. for 1 h under argon atmosphere, then allowed to reach amb... Starting materials: OCC1(CCN(CC1)C(=O)OC(C)(C)C)C1=CC=CC=C1 ((±)-tert-butyl 4-(hydroxymethyl)-4-phenylpiperidine-1-carboxylate), BrC(C)C1=CC(=CC2=CN(N=C12)COCC[Si](C)(C)C)C(F)(F)F (7-(1-bromoethyl)-5-(trifluoromethyl)-2-((2-(trimethylsilyl)ethoxy)methyl)-2H-indazole), [H-].[Na+] (sodium hydride). Conditions: temperature 0 celsius, time 30 minute. RXN SMILES: [OH:1][CH2:2][C:3]1([C:16]2[CH:21]=[CH:20][CH:19]=[CH:18][CH:17]=2)[CH2:8][CH2:7][N:6]([C:9]([O:11][C:12]([CH3:15])([CH3:14])[CH3:13])=[O:10])[CH2:5][CH2:4]1.Br[CH:23]([C:25]1[C:33]2[C:29](=[CH:30][N:31]([CH2:34][O:35][CH2:36][CH2:37][Si:38]([CH3:41])([CH3:40])[CH3:39])[N:32]=2)[CH:28]=[C:27]([C:42]([F:45])([F:44])[F:43])[CH:26]=1)[CH3:24].[H-].[Na+]>CN(C)C=O>[C:16]1([C:3]2([CH2:2][O:1][CH:23]([C:25]3[C:33]4[C:29](=[CH:30][N:31]([CH2:34][O:35][CH2:36][CH2:37][Si:38]([CH3:39])([CH3:41])[CH3:40])[N:32]=4)[CH:28]=[C:27]([C:42]([F:45])([F:44])[F:43])[CH:26]=3)[CH3:24])[CH2:8][CH2:7][N:6]([C:9]([O:11][C:12]([CH3:14])([CH3:15])[CH3:13])=[O:10])[CH2:5][CH2:4]2)[CH:17]=[CH:18][CH:19]=[CH:20][CH:21]=1 |f:2.3|. Procedure: To a solution of (±)-tert-butyl 4-(hydroxymethyl)-4-phenylpiperidine-1-carboxylate (193 mg, 0.66 mmol) and 7-(1-bromoethyl)-5-(trifluoromethyl)-2-((2-(trimethylsilyl)ethoxy)methyl)-2H-indazole (280 mg, 0.66 mmol) in dimethylformamide (2.5 mL) at 0° C. was added sodium hydride (60% in mineral oil, 34.4 mg, 0.86 mmol). The resulting solution was stirred at 0° C. for 30 min. The reaction was quenched by the cautious addition of saturated ammonium chloride and diluted with diethyl ether. The etherea... Product: C1(=CC=CC=C1)C1(CCN(CC1)C(=O)OC(C)(C)C)COC(C)C1=CC(=CC2=CN(N=C12)COCC[Si](C)(C)C)C(F)(F)F ((±)-tert-Butyl 4-phenyl-4-((1-(5-(trifluoromethyl)-2-((2-(trimethylsilyl)ethoxy)methyl)-2H-indazol-7-yl)ethoxy)methyl)piperidine-1-carboxylate). Run in CN(C=O)C (dimethylformamide). Reaction SMILES: C(OC(=O)[NH:7][C@H:8]1[CH2:13][C@@H:12]([C:14]2[CH:19]=[CH:18][CH:17]=[CH:16][C:15]=2[F:20])[CH2:11][N:10]([CH2:21][C:22]([F:25])([F:24])[F:23])[C:9]1=[O:26])(C)(C)C>C(OCC)(=O)C>[NH2:7][C@H:8]1[CH2:13][C@@H:12]([C:14]2[CH:19]=[CH:18][CH:17]=[CH:16][C:15]=2[F:20])[CH2:11][N:10]([CH2:21][C:22]([F:24])([F:23])[F:25])[C:9]1=[O:26]. Solvent: C(C)(=O)OCC (ethyl acetate). Conditions: temperature 23 celsius, time 2 hour. The reactants are C(C)(C)(C)OC(N[C@@H]1C(N(C[C@@H](C1)C1=C(C=CC=C1)F)CC(F)(F)F)=O)=O (tert-butyl[(3S,5S)-5-(2-fluorophenyl)-2-oxo-1-(2,2,2-trifluoroethyl)piperidin-3-yl]carbamate). Yields the product N[C@@H]1C(N(C[C@@H](C1)C1=C(C=CC=C1)F)CC(F)(F)F)=O ((3S,5S)-3-Amino-5-(2-fluorophenyl)-1-(2,2,2-trifluoroethyl)piperidin-2-one), hydrochloride salt. Reported procedure: A solution of tert-butyl[(3S,5S)-5-(2-fluorophenyl)-2-oxo-1-(2,2,2-trifluoroethyl)piperidin-3-yl]carbamate (126 mg, 0.32 mmol) in ethyl acetate (10 mL), pre-cooled to 0° C. was sparged with HCl gas for ˜1 min. The ice-bath was removed and the acidic solution was allowed to warm to 23° C. as stirring was continued for 2 h. The mixture was then concentrated to dryness to afford the title compound as a hydrochloride salt. MS: m/z=291.1 (M+1). Reactants: C(C)(C)(C)OC(C(C)(C)SC=1SC=C(N1)CCO)=O (2-{[4-(2-hydroxyethyl)-1,3-thiazol-2-yl]thio}-2-methylpropionic acid tert-butyl ester), BrC1=CC(=C(C=C1)O)F (4-bromo-2-fluorophenol), C1(=CC=CC=C1)P(C1=CC=CC=C1)C1=CC=CC=C1 (triphenylphosphine), [N+](=[N-])(C(=O)OCC)C(=O)OCC (diethyl diazodicarboxylate). Run in O1CCCC1 (tetrahydrofuran). Run at time 6 hour. The product is C(C)(C)(C)OC(C(C)(C)SC=1SC=C(N1)CCOC1=C(C=C(C=C1)Br)F)=O (2-({4-[2-(4-bromo-2-fluorophenoxy)ethyl]-1,3-thiazol-2-yl}thio)-2-methylpropionic acid tert-butyl ester). Isolated yield 67.9%. Reaction SMILES: [C:1]([O:5][C:6](=[O:19])[C:7]([S:10][C:11]1[S:12][CH:13]=[C:14]([CH2:16][CH2:17][OH:18])[N:15]=1)([CH3:9])[CH3:8])([CH3:4])([CH3:3])[CH3:2].[Br:20][C:21]1[CH:26]=[CH:25][C:24](O)=[C:23]([F:28])[CH:22]=1.C1(P(C2C=CC=CC=2)C2C=CC=CC=2)C=CC=CC=1.[N+](C(OCC)=O)(C(OCC)=O)=[N-]>O1CCCC1>[C:1]([O:5][C:6](=[O:19])[C:7]([S:10][C:11]1[S:12][CH:13]=[C:14]([CH2:16][CH2:17][O:18][C:24]2[CH:25]=[CH:26][C:21]([Br:20])=[CH:22][C:23]=2[F:28])[N:15]=1)([CH3:9])[CH3:8])([CH3:2])([CH3:4])[CH3:3]. Reported procedure: 2-{[4-(2-hydroxyethyl)-1,3-thiazol-2-yl]thio}-2-methylpropionic acid tert-butyl ester (3.0 g) synthesized in Example 4 and 4-bromo-2-fluorophenol (1.91 g) were dissolved in tetrahydrofuran (20 mL), triphenylphosphine (2.62 g) and diethyl diazodicarboxylate (1.74 g) were added under ice-cooling, and the mixture was stirred at room temperature for 6 hr. The reaction mixture was concentrated under reduced pressure, and the residue was purified by silica gel chromatography (elution solvent; hexane:e... Reactants: C[Si](C)(C)Cl (trimethylsilylchloride), CCCCCC (n-hexane), C(CCC)[Li] (n-butyllithium), NC1=NC(=CC=C1)C (2-amino-6-methylpyridin), resultant solution. Run in O1CCCC1 (tetrahydrofuran). Run at time 30 minute. Product: C[Si](N([Si](C)(C)C)C1=NC(=CC=C1)C)(C)C (2-[N,N-bis(trimethylsilyl)amino]-6-methylpyridine). Isolated yield 77.7%. Reaction SMILES: CCCCCC.C([Li])CCC.[NH2:12][C:13]1[CH:18]=[CH:17][CH:16]=[C:15]([CH3:19])[N:14]=1.[CH3:20][Si:21](Cl)([CH3:23])[CH3:22]>O1CCCC1>[CH3:20][Si:21]([CH3:23])([CH3:22])[N:12]([C:13]1[CH:18]=[CH:17][CH:16]=[C:15]([CH3:19])[N:14]=1)[Si:21]([CH3:23])([CH3:22])[CH3:20]. Procedure details: A 15% n-hexane solution (636 g.) of n-butyllithium was added to a solution of 2-amino-6-methylpyridin (64.8 g.) in tetrahydrofuran (500 ml.) at -20° to -30° C. over one hour, and stirred at -8° to -10° C. for 30 minutes. To the solution was added trimethylsilylchloride (161.7 g.) at -15° to -5° C. over 40 minutes, and the resultant solution was stirred at room temperature overnight. The solution was filtered through by a column packed with silica gel (180 g.), washed with tetrahydrofuran and the... Starting materials: ClCCl, CC(C)(C)OC(=O)N1CCCCC1C1(O)CN(C(=O)c2ccncc2Nc2ccc(I)cc2F)C1, O=C(OO)c1cccc(Cl)c1. Yields the product CC(C)(C)OC(=O)N1CCCCC1C1(O)CN(C(=O)c2cc[n+]([O-])cc2Nc2ccc(I)cc2F)C1. As a reaction SMILES: [Cl:47][CH2:48][Cl:49].[F:1][c:2]1[c:3]([NH:9][c:10]2[cH:11][n:12][cH:13][cH:14][c:15]2[C:16](=[O:17])[N:18]2[CH2:19][C:20]([OH:22])([CH:23]3[N:24]([C:29](=[O:30])[O:31][C:32]([CH3:33])([CH3:34])[CH3:35])[CH2:25][CH2:26][CH2:27][CH2:28]3)[CH2:21]2)[cH:4][cH:5][c:6]([I:8])[cH:7]1.[OH:36][O:37][C:38]([c:39]1[cH:40][c:41]([Cl:42])[cH:43][cH:44][cH:45]1)=[O:46]>>[F:1][c:2]1[c:3]([NH:9][c:10]2[cH:11][n+:12]([O-:36])[cH:13][cH:14][c:15]2[C:16](=[O:17])[N:18]2[CH2:19][C:20]([OH:22])([CH:23]3[N:24]([C:29](=[O:30])[O:31][C:32]([CH3:33])([CH3:34])[CH3:35])[CH2:25][CH2:26][CH2:27][CH2:28]3)[CH2:21]2)[cH:4][cH:5][c:6]([I:8])[cH:7]1. Reactants: C1COC2(CCC(CC2)=O)O1 (1,4-cyclohexanedione monoethylene ketal), C(C)(=O)O (acetic acid), COC1=C(C=CC=C1)N1CCNCC1 (1-(2-methoxy-phenyl)piperazine), C(C)(=O)O[BH-](OC(C)=O)OC(C)=O.[Na+] (sodium triacetoxyborohydride). Solvent: ClCCCl (1,2-dichloroethane). Conditions: time 12 hour. Product: COC1=C(C=CC=C1)N1CCN(CC1)C1CCC2(OCCO2)CC1 (1-(2-Methoxy-phenyl)-4-(1,4-dioxa-spiro[4,5]dec-8-yl)-piperazine). Yield: 90.2%. RXN SMILES: [CH2:1]1[O:11][C:4]2([CH2:9][CH2:8][C:7](=O)[CH2:6][CH2:5]2)[O:3][CH2:2]1.[CH3:12][O:13][C:14]1[CH:19]=[CH:18][CH:17]=[CH:16][C:15]=1[N:20]1[CH2:25][CH2:24][NH:23][CH2:22][CH2:21]1.C(O[BH-](OC(=O)C)OC(=O)C)(=O)C.[Na+].C(O)(=O)C>ClCCCl>[CH3:12][O:13][C:14]1[CH:19]=[CH:18][CH:17]=[CH:16][C:15]=1[N:20]1[CH2:25][CH2:24][N:23]([CH:7]2[CH2:8][CH2:9][C:4]3([O:11][CH2:1][CH2:2][O:3]3)[CH2:5][CH2:6]2)[CH2:22][CH2:21]1 |f:2.3|. Procedure details: A solution of 1,4-cyclohexanedione monoethylene ketal (4.68 g, 30 mmol), 1-(2-methoxy-phenyl)piperazine (5.8 g, 30 mmol), sodium triacetoxyborohydride (9 g, 42 mmol) and acetic acid (1.8 ml, 30 mmol) in 1,2-dichloroethane (8 ml) was allowed to stir at room temperature for 12 hours. The reaction was quenched with 1N sodium hydroxide (pH>9), and extracted with methylene chloride (3×100 ml). The organic layer was dried over anhydrous sodium sulfate and filtered. Chromatography (10% methanol-ethyl a...